From a dataset of the Open Reaction Database (ORD), a public repository of structured organic reaction records. describe an organic reaction: reactants, conditions, products, and yield Reactants: O=C([O-])O, COCC1OC(n2cnc3c(NCC(c4ccccc4)c4ccccc4)nc(CSCc4ccccc4)nc32)C(O)C1O, CC(C)=O, CCOC(C)=O, ClCCl, [Na+], O. Yields the product COCC1OC(n2cnc3c(NCC(c4ccccc4)c4ccccc4)nc(CS(=O)(=O)Cc4ccccc4)nc32)C(O)C1O. RXN SMILES: [C:44]([OH:45])(=[O:46])[O-:47].[CH2:1]([c:2]1[cH:3][cH:4][cH:5][cH:6][cH:7]1)[S:8][CH2:9][c:10]1[n:11][c:12]([NH:29][CH2:30][CH:31]([c:32]2[cH:33][cH:34][cH:35][cH:36][cH:37]2)[c:38]2[cH:39][cH:40][cH:41][cH:42][cH:43]2)[c:13]2[n:14][cH:15][n:16]([CH:19]3[O:20][CH:21]([CH2:26][O:27][CH3:28])[CH:22]([OH:25])[CH:23]3[OH:24])[c:17]2[n:18]1.[CH3:53][C:54](=[O:55])[CH3:56].[CH3:57][CH2:58][O:59][C:60](=[O:61])[CH3:62].[Cl:49][CH2:50][Cl:51].[Na+:48].[OH2:52]>>[CH2:1]([c:2]1[cH:3][cH:4][cH:5][cH:6][cH:7]1)[S:8]([CH2:9][c:10]1[n:11][c:12]([NH:29][CH2:30][CH:31]([c:32]2[cH:33][cH:34][cH:35][cH:36][cH:37]2)[c:38]2[cH:39][cH:40][cH:41][cH:42][cH:43]2)[c:13]2[n:14][cH:15][n:16]([CH:19]3[O:20][CH:21]([CH2:26][O:27][CH3:28])[CH:22]([OH:25])[CH:23]3[OH:24])[c:17]2[n:18]1)(=[O:45])=[O:52]. The reactants are C1(=CC=CC=C1)NC(=O)CC#N (phenylcarbamoyl-acetonitrile), CC(C)([O-])C.[K+] (potassium tert. butoxide), ice water, CN1C(=CC=C1)C(=O)Cl (1-methylpyrrol-2-carboxylic acid chloride). Run in CN(C=O)C (dimethylformamide). Product: CN1C(=CC=C1)C(C(C#N)C(NC1=CC=CC=C1)=O)=O (1-methyl-β-oxo-α-phenylcarbamoyl-2-pyrrolpropionitrile). Reaction SMILES: [C:1]1([NH:7][C:8]([CH2:10][C:11]#[N:12])=[O:9])[CH:6]=[CH:5][CH:4]=[CH:3][CH:2]=1.CC(C)([O-])C.[K+].[CH3:19][N:20]1[CH:24]=[CH:23][CH:22]=[C:21]1[C:25](Cl)=[O:26]>CN(C)C=O>[CH3:19][N:20]1[CH:24]=[CH:23][CH:22]=[C:21]1[C:25](=[O:26])[CH:10]([C:8](=[O:9])[NH:7][C:1]1[CH:6]=[CH:5][CH:4]=[CH:3][CH:2]=1)[C:11]#[N:12] |f:1.2|. Procedure: To the solution of 4.0 g of phenylcarbamoyl-acetonitrile in 50 ml of dimethylformamide 28 g of potassium tert. butoxide are added while stirring under nitrogen. After 2 hours the resulting suspension is cooled to 5° and 4.0 g of 1-methylpyrrol-2-carboxylic acid chloride (U.S. Pat. No. 3,551,571) are added during 10 minutes. The mixture is stirred for 18 hours at room temperature, poured into 300 ml of ice water and the precipitate formed filtered off. It is washed with water, dried and recrystal... Starting materials: O.C1(=CC=C(C=C1)S(=O)(=O)O)C (p-toluene sulfonic acid monohydrate), C1(=CC=CC=C1)OC (anisole), C(C)(=O)OO (peracetic acid), IC1=CC=CC=C1 (iodobenzene), peracid. Solvent: C(C)(=O)O (acetic acid), C(C)OCC (diethyl ether). Run at time 2 hour. Yields the product S(=O)(=O)([O-])C1=CC=C(C)C=C1.COC1=CC=C(C=C1)[IH+] (4-methoxyphenyliodonium tosylate). Reaction SMILES: [C:1](OO)(=[O:3])C.[I:6][C:7]1[CH:12]=[CH:11][CH:10]=[CH:9][CH:8]=1.O.[C:14]1([CH3:24])[CH:19]=[CH:18][C:17]([S:20]([OH:23])(=[O:22])=[O:21])=[CH:16][CH:15]=1.C1(OC)C=CC=CC=1>C(OCC)C.C(O)(=O)C>[S:20]([C:17]1[CH:18]=[CH:19][C:14]([CH3:24])=[CH:15][CH:16]=1)([O-:23])(=[O:22])=[O:21].[CH3:1][O:3][C:10]1[CH:11]=[CH:12][C:7]([IH+:6])=[CH:8][CH:9]=1 |f:2.3,7.8|. Procedure details: There was added dropwise, 45.6 grams (0.24 mole) of 40% peracetic acid to 20.4 grams (0.1 mole) of iodobenzene while the temperature was maintained at less than 30° C. After the addition of the peracid, there was added to the resulting mixture 19.05 grams (0.1 mole) of p-toluene sulfonic acid monohydrate, 10.8 grams (0.1 mole) of anisole and 10 ml of glacial acetic acid. The resulting mixture was stirred for 2 hours. The 4-methoxyphenyliodonium tosylate was isolated from the reaction mixture by ...